This data is from the Open Reaction Database (ORD), a public repository of structured organic reaction records. The task is: describe an organic reaction: reactants, conditions, products, and yield The reactants are N=C(N)c1cc[nH]n1, CN1CCN(C)C1=O, Cl, N#CCCSCc1csc(N)n1, O. Product: N#CCCSCc1csc(NC(=N)N)n1. RXN SMILES: [C:14]([NH2:15])(=[NH:16])[c:17]1[cH:18][cH:19][nH:20][n:21]1.[CH3:22][N:23]1[CH2:24][CH2:25][N:26]([CH3:27])[C:28]1=[O:29].[ClH:13].[NH2:1][c:2]1[s:3][cH:4][c:5]([CH2:7][S:8][CH2:9][CH2:10][C:11]#[N:12])[n:6]1.[OH2:30]>>[NH:1]([c:2]1[s:3][cH:4][c:5]([CH2:7][S:8][CH2:9][CH2:10][C:11]#[N:12])[n:6]1)[C:14](=[NH:15])[NH2:16].